This data is from the Open Reaction Database (ORD), a public repository of structured organic reaction records. The task is: describe an organic reaction: reactants, conditions, products, and yield Reactants: Cl.COC1=CC=C(C=C1)S(=O)(=O)N([C@@H](C(=O)OC)C(C)C)CC=1C=NC=CC1 (Methyl 2(R)-[[4-methoxybenzenesulfonyl](3-picolyl)amino]-3-methylbutanoate hydrochloride), Cl (hydrochloric acid), C (charcoal). The solvent is O (water). Run at temperature 120 celsius, time 45 minute. Product: Cl.COC1=CC=C(C=C1)S(=O)(=O)N([C@@H](C(=O)O)C(C)C)CC=1C=NC=CC1 (2(R)-[[4-methoxybenzenesulfonyl](3-picolyl)amino]-3-methylbutanoic acid hydrochloride). Reaction SMILES: [ClH:1].[CH3:2][O:3][C:4]1[CH:9]=[CH:8][C:7]([S:10]([N:13]([CH2:22][C:23]2[CH:24]=[N:25][CH:26]=[CH:27][CH:28]=2)[C@H:14]([CH:19]([CH3:21])[CH3:20])[C:15]([O:17]C)=[O:16])(=[O:12])=[O:11])=[CH:6][CH:5]=1.Cl.C>O>[ClH:1].[CH3:2][O:3][C:4]1[CH:9]=[CH:8][C:7]([S:10]([N:13]([CH2:22][C:23]2[CH:24]=[N:25][CH:26]=[CH:27][CH:28]=2)[C@H:14]([CH:19]([CH3:21])[CH3:20])[C:15]([OH:17])=[O:16])(=[O:11])=[O:12])=[CH:6][CH:5]=1 |f:0.1,5.6|. Procedure details: Methyl 2(R)-[[4-methoxybenzenesulfonyl](3-picolyl)amino]-3-methylbutanoate hydrochloride (7164 g, 16.7 mol) is added to a solution of water (27 L) and concentrated hydrochloric acid (9 L), and heated to 120° C. for 3 days. After cooling down to room temperature, charcoal (350 g) is added, stirring is continued for 45 minutes, the reaction is filtered, and the solvent is evaporated. The crude solid is re-dissolved in methanol (7.1 L) and ethyl acetate (73 L), and cooled to 3° C. for 2 hours. The ... Starting materials: Cl.NO (hydroxylamine hydrochloride), ClC1=C(C(OC2=CC=CC=C12)C1=CC=CC=C1)C=O (4-chloro-3-formyl-flav-3-ene), O (water). The solvent is CN(C=O)C (dimethylformamide), CN(C=O)C (dimethylformamide). Yields the product ClC1=C(C(OC2=CC=CC=C12)C1=CC=CC=C1)C=NO (4-chloro-3-hydroxyiminomethyl-flav-3-ene). RXN SMILES: [Cl:1][C:2]1[C:11]2[C:6](=[CH:7][CH:8]=[CH:9][CH:10]=2)[O:5][CH:4]([C:12]2[CH:17]=[CH:16][CH:15]=[CH:14][CH:13]=2)[C:3]=1[CH:18]=O.Cl.[NH2:21][OH:22].O>CN(C)C=O>[Cl:1][C:2]1[C:11]2[C:6](=[CH:7][CH:8]=[CH:9][CH:10]=2)[O:5][CH:4]([C:12]2[CH:17]=[CH:16][CH:15]=[CH:14][CH:13]=2)[C:3]=1[CH:18]=[N:21][OH:22] |f:1.2|. Procedure details: A solution of 27 g 4-chloro-3-formyl-flav-3-ene in 25 ml dimethylformamide is refluxed. To this solution one adds 7.7 g hydroxylamine hydrochloride dissolved in 60 ml dimethylformamide. After two hours reflux, the solution is cooled at room temperature before the addition of 400 ml water. The precipitate is formed, filtered, washed with water and dried. The solid is crystallized in diisopropylether. Pure 4-chloro-3-hydroxyiminomethyl-flav-3-ene is obtained as pale yellow crystals; m.p. 199°-200°... Starting materials: ClC1=CC=C(N=N1)C(C(=O)OCC)(C(=O)OCC)C (diethyl 2-(6-chloropyridazin-3-yl)-2-methylmalonate), [Li+].[OH-] (LiOH). The solvent is CO.O (MeOH Water). The product is ClC1=CC=C(N=N1)C(C(=O)[O-])C.[Li+] (lithium 2-(6-chloropyridazin-3-yl)propanoate). RXN SMILES: [Cl:1][C:2]1[N:7]=[N:6][C:5]([C:8](C)([C:14](OCC)=O)[C:9]([O:11]CC)=[O:10])=[CH:4][CH:3]=1.[Li+:20].[OH-]>CO.O>[Cl:1][C:2]1[N:7]=[N:6][C:5]([CH:8]([CH3:14])[C:9]([O-:11])=[O:10])=[CH:4][CH:3]=1.[Li+:20] |f:1.2,3.4,5.6|. Reported procedure: A solution of diethyl 2-(6-chloropyridazin-3-yl)-2-methylmalonate (19.8 g, 69.1 mmol) and LiOH (3.31 g, 138 mmol) in MeOH:Water (3:1, 200 mL) was stirred at 25° C. for 3 hrs. MeOH was removed from the reaction via rotary evaporation, and the resulting residue was reconstituted in H2O (300 mL). The aqueous mixture was washed with Et2O (3×100 mL) and then lyophilized to dryness to provide lithium 2-(6-chloropyridazin-3-yl)propanoate 48B in quantitative yield. The material was used without further ... Reactants: S1C=NC2=C1C=C(C=C2)N2C(NCC2)=O (1-Benzothiazol-6-yl-imidazolidin-2-one), BrC=1C(=CC(=NC1)F)C (5-bromo-2-fluoro-4-methyl-pyridine), CN[C@H]1[C@@H](CCCC1)NC (trans -N,N′-dimethyl-cyclohexane-1,2-diamine), P(=O)([O-])([O-])[O-].[K+].[K+].[K+] (potassium phosphate). Reagents/catalysts: [Cu](I)I (copper iodide). The solvent is O1CCOCC1 (1,4-dioxane). The product is S1C=NC2=C1C=C(C=C2)N2C(N(CC2)C=2C=NC(=CC2C)F)=O (1-Benzothiazol-6-yl-3-(6-fluoro-4-methyl-pyridin-3-yl)-imidazolidin-2-one). Isolated yield 28.9%. Reaction SMILES: [S:1]1[C:5]2[CH:6]=[C:7]([N:10]3[CH2:14][CH2:13][NH:12][C:11]3=[O:15])[CH:8]=[CH:9][C:4]=2[N:3]=[CH:2]1.Br[C:17]1[C:18]([CH3:24])=[CH:19][C:20]([F:23])=[N:21][CH:22]=1.CN[C@@H]1CCCC[C@H]1NC.P([O-])([O-])([O-])=O.[K+].[K+].[K+]>[Cu](I)I.O1CCOCC1>[S:1]1[C:5]2[CH:6]=[C:7]([N:10]3[CH2:14][CH2:13][N:12]([C:17]4[CH:22]=[N:21][C:20]([F:23])=[CH:19][C:18]=4[CH3:24])[C:11]3=[O:15])[CH:8]=[CH:9][C:4]=2[N:3]=[CH:2]1 |f:3.4.5.6|. Reported procedure: 1-Benzothiazol-6-yl-imidazolidin-2-one (I-84b: 150 mg, 0.6849 mmol) was reacted with 5-bromo-2-fluoro-4-methyl-pyridine (130 mg, 0.6849 mmol), 1,4-dioxane (5 mL), copper iodide (13 mg, 0.06849 mmol), trans -N,N′-dimethyl-cyclohexane-1,2-diamine (32.3 mL, 0.2054 mmol) and potassium phosphate (362.9 mg, 1.7122 mmol) to afford the crude product. Purification by column chromatography on silica gel (60% ethylacetate in hexane) afforded 65 mg of the product (28.9% yield). Reactants: C(C1=CC=CC=C1)OC(=O)NC(C(=O)OC(C)(C)C)CNC1=NC=NC(=C1C=O)N1CCC(CC1)C1=NC=2NCCCC2C=C1 (tert-butyl 2-benzyloxycarbonylamino-3-{5-formyl-6-[4-(5,6,7,8-tetrahydro-[1,8]naphthyridin-2-yl)-piperidin-1-yl]-pyrimidin-4-ylamino}-propionate), [BH4-].[Na+] (sodium borohydride), saturated solution, [Cl-].[NH4+] (ammonium chloride). Reported procedure: 340 mg (0.55 mmole) of tert-butyl 2-benzyloxycarbonylamino-3-{5-formyl-6-[4-(5,6,7,8-tetrahydro-[1,8]naphthyridin-2-yl)-piperidin-1-yl]-pyrimidin-4-ylamino}-propionate in 50 ml of methanol with 350 mg (9.2 mmoles) of sodium borohydride is stirred at ambient temperature for 2 hours. Then 100 ml of a saturated solution of ammonium chloride is added and the reaction mixture is evaporated to dryness under reduced pressure (2 kPa). The residue obtained is taken up in a mixture of water and ethyl acet... RXN SMILES: [CH2:1]([O:8][C:9]([NH:11][CH:12]([CH2:20][NH:21][C:22]1[C:27]([CH:28]=[O:29])=[C:26]([N:30]2[CH2:35][CH2:34][CH:33]([C:36]3[CH:45]=[CH:44][C:43]4[CH2:42][CH2:41][CH2:40][NH:39][C:38]=4[N:37]=3)[CH2:32][CH2:31]2)[N:25]=[CH:24][N:23]=1)[C:13]([O:15][C:16]([CH3:19])([CH3:18])[CH3:17])=[O:14])=[O:10])[C:2]1[CH:7]=[CH:6][CH:5]=[CH:4][CH:3]=1.[BH4-].[Na+].[Cl-].[NH4+]>CO.O.C(OCC)(=O)C>[CH2:1]([O:8][C:9]([NH:11][CH:12]([CH2:20][NH:21][C:22]1[C:27]([CH2:28][OH:29])=[C:26]([N:30]2[CH2:35][CH2:34][CH:33]([C:36]3[CH:45]=[CH:44][C:43]4[CH2:42][CH2:41][CH2:40][NH:39][C:38]=4[N:37]=3)[CH2:32][CH2:31]2)[N:25]=[CH:24][N:23]=1)[C:13]([O:15][C:16]([CH3:19])([CH3:18])[CH3:17])=[O:14])=[O:10])[C:2]1[CH:3]=[CH:4][CH:5]=[CH:6][CH:7]=1 |f:1.2,3.4|. The product is C(C1=CC=CC=C1)OC(=O)NC(C(=O)OC(C)(C)C)CNC1=NC=NC(=C1CO)N1CCC(CC1)C1=NC=2NCCCC2C=C1 (tert-butyl 2-benzyloxycarbonylamino-3-{5-hydroxymethyl-6-[4-(5,6,7,8-tetrahydro-[1,8]naphthyridin-2-yl)-piperidin-1-yl]-pyrimidin-4-ylamino}-propionate). The yield is 47.1%. Solvent: CO (methanol), O (water), C(C)(=O)OCC (ethyl acetate). The reactants are CI (Methyl iodide), C(CCCC)SC=1C(=NSN1)C=1C=NC=CC1 (3-(4-pentylthio-1,2,5-thiadiazol-3-yl)pyridine). Run at time 48 hour. Yields the product [I-].C(CCCC)SC=1C(=NSN1)C=1C=[N+](C=CC1)C (3-(4-pentylthio-1,2,5-thiadiazol-3-yl)-1-methylpyridinium iodide). RXN SMILES: [CH3:1][I:2].[CH2:3]([S:8][C:9]1[C:10]([C:14]2[CH:15]=[N:16][CH:17]=[CH:18][CH:19]=2)=[N:11][S:12][N:13]=1)[CH2:4][CH2:5][CH2:6][CH3:7]>>[I-:2].[CH2:3]([S:8][C:9]1[C:10]([C:14]2[CH:15]=[N+:16]([CH3:1])[CH:17]=[CH:18][CH:19]=2)=[N:11][S:12][N:13]=1)[CH2:4][CH2:5][CH2:6][CH3:7] |f:2.3|. Reported procedure: Methyl iodide (0.5 ml, 7.5 mmol) was added to a solution of 3-(4-pentylthio-1,2,5-thiadiazol-3-yl)pyridine (3 mmol) and the reaction mixture was stirred at room temperature for 48 h and evaporated. Starting materials: CC(C)CC1CC1(CNC(=O)OC(C)(C)C)c1noc(=O)[nH]1, C1COCCO1, Cl. Yields the product Cl, CC(C)CC1CC1(CN)c1noc(=O)[nH]1. RXN SMILES: [C:1]([O:2][C:3](=[O:4])[NH:7][CH2:8][C:9]1([c:16]2[n:17][o:18][c:19](=[O:21])[nH:20]2)[CH:10]([CH2:12][CH:13]([CH3:14])[CH3:15])[CH2:11]1)([CH3:5])([CH3:6])[CH3:22].[CH2:24]1[O:25][CH2:26][CH2:27][O:28][CH2:29]1.[ClH:23]>>[ClH:23].[NH2:7][CH2:8][C:9]1([c:16]2[n:17][o:18][c:19](=[O:21])[nH:20]2)[CH:10]([CH2:12][CH:13]([CH3:14])[CH3:15])[CH2:11]1. Starting materials: COC(CC1=C(NC2=NC=CC=C21)CC)=O ((2-ethyl-1H-pyrrolo[2,3-b]pyridin-3-yl)-acetic acid methyl ester), ice, FC(C1=CC=C(CBr)C=C1)(F)F (4-(Trifluoromethyl)benzyl bromide), O (water), CCN(CC)P1(=NC(C)(C)C)N(CCCN1C)C (BEMP). The solvent is CN(C)C=O (DMF). Reaction conditions: time 40 minute. Product: C(C)C1=C(C=2C(=NC=CC2)N1CC1=CC=C(C=C1)C(F)(F)F)CC(=O)O ([2-Ethyl-1-(4-trifluoromethyl-benzyl)-1H-pyrrolo[2,3-b]-pyridin-3-yl]-acetic acid). As a reaction SMILES: C[O:2][C:3](=[O:16])[CH2:4][C:5]1[C:13]2[C:8](=[N:9][CH:10]=[CH:11][CH:12]=2)[NH:7][C:6]=1[CH2:14][CH3:15].CCN(P1(N(C)CCCN1C)=NC(C)(C)C)CC.[F:35][C:36]([F:46])([F:45])[C:37]1[CH:44]=[CH:43][C:40]([CH2:41]Br)=[CH:39][CH:38]=1.O>CN(C=O)C>[CH2:14]([C:6]1[N:7]([CH2:41][C:40]2[CH:39]=[CH:38][C:37]([C:36]([F:35])([F:45])[F:46])=[CH:44][CH:43]=2)[C:8]2=[N:9][CH:10]=[CH:11][CH:12]=[C:13]2[C:5]=1[CH2:4][C:3]([OH:2])=[O:16])[CH3:15]. Procedure details: To an ice-cooled stirring solution of (2-ethyl-1H-pyrrolo[2,3-b]pyridin-3-yl)-acetic acid methyl ester (80 mg, 0.37 mmol) in DMF (1 ml) is added BEMP (171 μl, 0.59 mmol). The solution is stirred at room temperature for 40 minutes and then re-cooled. 4-(Trifluoromethyl)benzyl bromide ((91 μl, 0.59 mmol) is added and stirring continues while the reaction mixture gradually warmed up to room temperature overnight. The resulting mixture is poured into water (30 ml) and extracted with 1:1 EtOAc/ether....